The task is: describe an organic reaction: reactants, conditions, products, and yield. This data is from the Open Reaction Database (ORD), a public repository of structured organic reaction records. Reactants: CCOC(=O)Nc1nc2c(OC)ccc(C3=COCCO3)c2s1, CC(=O)O, [H][H], C1COCCO1. The product is CCOC(=O)Nc1nc2c(OC)ccc(C3COCCO3)c2s1. RXN SMILES: [CH2:1]([CH3:2])[O:3][C:4]([NH:5][c:6]1[s:7][c:8]2[c:9]([n:10]1)[c:11]([O:21][CH3:22])[cH:12][cH:13][c:14]2[C:15]1=[CH:20][O:19][CH2:18][CH2:17][O:16]1)=[O:23].[CH3:32][C:33](=[O:34])[OH:35].[H:24][H:25].[O:26]1[CH2:27][CH2:28][O:29][CH2:30][CH2:31]1>>[CH2:1]([CH3:2])[O:3][C:4]([NH:5][c:6]1[s:7][c:8]2[c:9]([n:10]1)[c:11]([O:21][CH3:22])[cH:12][cH:13][c:14]2[CH:15]1[O:16][CH2:17][CH2:18][O:19][CH2:20]1)=[O:23]. The reactants are BrCc1ccc(OCc2ccccc2)cc1, Cc1ccccc1, c1ccc(P(c2ccccc2)c2ccccc2)cc1. The product is [Br-], c1ccc(COc2ccc(C[P+](c3ccccc3)(c3ccccc3)c3ccccc3)cc2)cc1. As a reaction SMILES: [CH2:1]([c:2]1[cH:3][cH:4][cH:5][cH:6][cH:7]1)[O:8][c:9]1[cH:10][cH:11][c:12]([CH2:13][Br:14])[cH:15][cH:16]1.[CH3:36][c:37]1[cH:38][cH:39][cH:40][cH:41][cH:42]1.[c:17]1([P:23]([c:24]2[cH:25][cH:26][cH:27][cH:28][cH:29]2)[c:30]2[cH:31][cH:32][cH:33][cH:34][cH:35]2)[cH:18][cH:19][cH:20][cH:21][cH:22]1>>[Br-:14].[CH2:1]([c:2]1[cH:3][cH:4][cH:5][cH:6][cH:7]1)[O:8][c:9]1[cH:10][cH:11][c:12]([CH2:13][P+:23]([c:17]2[cH:18][cH:19][cH:20][cH:21][cH:22]2)([c:24]2[cH:25][cH:26][cH:27][cH:28][cH:29]2)[c:30]2[cH:31][cH:32][cH:33][cH:34][cH:35]2)[cH:15][cH:16]1. Reactants: OCCCCCCC1CCCC1, O=C1CCC(=O)N1Br, CN(C)C=O, c1ccc(P(c2ccccc2)c2ccccc2)cc1. Product: BrCCCCCCC1CCCC1. RXN SMILES: [CH:1]1([CH2:6][CH2:7][CH2:8][CH2:9][CH2:10][CH2:11][OH:12])[CH2:2][CH2:3][CH2:4][CH2:5]1.[O:32]=[C:33]1[N:34]([Br:39])[C:35](=[O:36])[CH2:37][CH2:38]1.[O:40]=[CH:41][N:42]([CH3:43])[CH3:44].[c:13]1([P:14]([c:15]2[cH:16][cH:17][cH:18][cH:19][cH:20]2)[c:21]2[cH:22][cH:23][cH:24][cH:25][cH:26]2)[cH:27][cH:28][cH:29][cH:30][cH:31]1>>[CH:1]1([CH2:6][CH2:7][CH2:8][CH2:9][CH2:10][CH2:11][Br:39])[CH2:2][CH2:3][CH2:4][CH2:5]1.